Dataset: the Open Reaction Database (ORD), a public repository of structured organic reaction records. Task: describe an organic reaction: reactants, conditions, products, and yield Reactants: COC1=CC(=C(C(=C1)C(F)(F)F)NC(C)=O)[N+](=O)[O-] (N-(4-methoxy-2-nitro-6-trifluoromethyl-phenyl)-acetamide), [H][H] (hydrogen). The reagents and catalysts are [Pd] (Pd/C). Solvent: C(C)(=O)O (acetic acid). Run at time 5 hour. Product: COC=1C=C(C2=C(NC(=N2)C)C1)C(F)(F)F (6-methoxy-2-methyl-4-trifluoromethyl-1H-benzimidazole). RXN SMILES: [CH3:1][O:2][C:3]1[CH:8]=[C:7]([C:9]([F:12])([F:11])[F:10])[C:6]([NH:13][C:14](=O)[CH3:15])=[C:5]([N+:17]([O-])=O)[CH:4]=1.[H][H]>C(O)(=O)C.[Pd]>[CH3:1][O:2][C:3]1[CH:8]=[C:7]([C:9]([F:12])([F:11])[F:10])[C:6]2[N:13]=[C:14]([CH3:15])[NH:17][C:5]=2[CH:4]=1. Reported procedure: A mixture of 0.55 g (1.98 mmol) N-(4-methoxy-2-nitro-6-trifluoromethyl-phenyl)-acetamide and 100 mg Pd/C in 30 mL acetic acid was hydrogenated for 5 h under a hydrogen atmosphere at 80° C. until all the hydrogen had been taken up. The catalyst was filtered off and the filtrate was evaporated down i.vac.